From a dataset of the Open Reaction Database (ORD), a public repository of structured organic reaction records. describe an organic reaction: reactants, conditions, products, and yield The reactants are CN(C(=O)N(C)C1CNCC1c1ccc(F)cc1)c1cc(Cl)cc(Cl)c1, Cl, O=C(O)C1CCOCC1. The product is CN(C(=O)N(C)C1CN(C(=O)C2CCOCC2)CC1c1ccc(F)cc1)c1cc(Cl)cc(Cl)c1. Reaction SMILES: [Cl:2][c:3]1[cH:4][c:5]([N:10]([C:11](=[O:12])[N:13]([CH3:14])[CH:15]2[CH2:16][NH:17][CH2:18][CH:19]2[c:20]2[cH:21][cH:22][c:23]([F:26])[cH:24][cH:25]2)[CH3:27])[cH:6][c:7]([Cl:9])[cH:8]1.[ClH:1].[O:28]1[CH2:29][CH2:30][CH:31]([C:34](=[O:35])[OH:36])[CH2:32][CH2:33]1>>[Cl:2][c:3]1[cH:4][c:5]([N:10]([C:11](=[O:12])[N:13]([CH3:14])[CH:15]2[CH2:16][N:17]([C:34]([CH:31]3[CH2:30][CH2:29][O:28][CH2:33][CH2:32]3)=[O:35])[CH2:18][CH:19]2[c:20]2[cH:21][cH:22][c:23]([F:26])[cH:24][cH:25]2)[CH3:27])[cH:6][c:7]([Cl:9])[cH:8]1. Starting materials: FC1=CC(=C(C=C1)[N+](=O)[O-])O[C@H]1[C@@H](CCCC1)O ((R,R)-4-Fluoro-2-(2-hydroxycyclohexyloxy)-nitrobenzene), [H][H] (hydrogen). The reagents and catalysts are [Pd] (palladium on charcoal). Run in CO (methanol). Yields the product FC1=CC(=C(N)C=C1)O[C@H]1[C@@H](CCCC1)O ((R,R)-4-Fluoro-2-(2-Hydroxycyclohexyloxy)-anilin). As a reaction SMILES: [F:1][C:2]1[CH:7]=[CH:6][C:5]([N+:8]([O-])=O)=[C:4]([O:11][C@@H:12]2[CH2:17][CH2:16][CH2:15][CH2:14][C@H:13]2[OH:18])[CH:3]=1.[H][H]>CO.[Pd]>[F:1][C:2]1[CH:7]=[CH:6][C:5]([NH2:8])=[C:4]([O:11][C@@H:12]2[CH2:17][CH2:16][CH2:15][CH2:14][C@H:13]2[OH:18])[CH:3]=1. Procedure: (R,R)-4-Fluoro-2-(2-hydroxycyclohexyloxy)-nitrobenzene (1.99 g) in methanol (20.0 ml) was hydrogenated under 50 psi hydrogen for 5 h at rt using palladium on charcoal (5%) (200 mg) as catalyst. The catalyst was filtered off; the resulting solution was evaporated to dryness to yield an oil. The reactants are CS(C)=O, C[S+](C)(C)=O, CC1(C(=O)Cc2ccc(F)cc2)CC1(F)F, [H-], [I-], [Na+]. Yields the product CC1(C2(Cc3ccc(F)cc3)CO2)CC1(F)F. Reaction SMILES: [CH3:25][S:26](=[O:27])[CH3:28].[CH3:2][S+:3]([CH3:4])([CH3:5])=[O:6].[F:9][C:10]1([F:24])[C:11]([CH3:13])([C:14](=[O:15])[CH2:16][c:17]2[cH:18][cH:19][c:20]([F:23])[cH:21][cH:22]2)[CH2:12]1.[H-:7].[I-:1].[Na+:8]>>[CH2:2]1[C:14]([C:11]2([CH3:13])[C:10]([F:9])([F:24])[CH2:12]2)([CH2:16][c:17]2[cH:18][cH:19][c:20]([F:23])[cH:21][cH:22]2)[O:15]1. Reactants: Fc1ccccc1Br, CNc1ccc(Oc2ccnc(C(=O)OC(C)(C)C)c2)cc1N, Cn1c(Nc2ccc(Br)c(F)c2)nc2cc(Oc3ccnc(C(=O)OC(C)(C)C)c3)ccc21, ClCCl, CO, CI, [N-]=C=S, NC(N)=S, O=C(O)C(F)(F)F. Yields the product Cn1c(Nc2ccc(Br)c(F)c2)nc2cc(Oc3ccnc(C(=O)O)c3)ccc21. Reaction SMILES: [Br:27][c:28]1[cH:29][cH:30][cH:31][cH:32][c:33]1[F:34].[C:1]([O:2][C:3]([c:4]1[cH:5][c:6]([O:7][c:8]2[cH:9][cH:10][c:11]([NH:12][CH3:13])[c:14]([NH2:15])[cH:16]2)[cH:17][cH:18][n:19]1)=[O:20])([CH3:21])([CH3:22])[CH3:23].[C:41]([CH3:42])([CH3:43])([CH3:44])[O:45][C:46](=[O:47])[c:48]1[n:49][cH:50][cH:51][c:52]([O:54][c:55]2[cH:56][c:57]3[c:58]([n:59]([CH3:71])[c:60]([NH:62][c:63]4[cH:64][c:65]([F:70])[c:66]([Br:69])[cH:67][cH:68]4)[n:61]3)[cH:72][cH:73]2)[cH:53]1.[CH2:83]([Cl:84])[Cl:85].[CH3:81][OH:82].[I:39][CH3:40].[N-:24]=[C:25]=[S:26].[NH2:35][C:36](=[S:37])[NH2:38].[OH:74][C:75]([C:76]([F:77])([F:78])[F:79])=[O:80]>>[O:45]=[C:46]([OH:47])[c:48]1[n:49][cH:50][cH:51][c:52]([O:54][c:55]2[cH:56][c:57]3[c:58]([n:59]([CH3:71])[c:60]([NH:62][c:63]4[cH:64][c:65]([F:70])[c:66]([Br:69])[cH:67][cH:68]4)[n:61]3)[cH:72][cH:73]2)[cH:53]1. Reactants: N1=CC=C(C=C1)C(C)=NNC(CCC)=O (butyric acid [1-(4-pyridinyl)ethylidene]hydrazide), N1=CC=C(C=C1)C(C)=NNC(CCC)=O (butyric acid [1-(4-pyridinyl)ethylidene]hydrazide), C(C(=O)O)(=O)O (oxalic acid). Solvent: C(C)O (ethanol). The product is C(C(=O)O)(=O)O.N1=CC=C(C=C1)C(C)=NNC(CCC)=O (butyric acid [1-(4-pyridinyl)ethylidene]hydrazide oxalic acid salt). Isolated yield 77.9%. RXN SMILES: [N:1]1[CH:6]=[CH:5][C:4]([C:7](=[N:9][NH:10][C:11](=[O:15])[CH2:12][CH2:13][CH3:14])[CH3:8])=[CH:3][CH:2]=1.[C:16]([OH:21])(=[O:20])[C:17]([OH:19])=[O:18]>C(O)C>[C:16]([OH:21])(=[O:20])[C:17]([OH:19])=[O:18].[N:1]1[CH:6]=[CH:5][C:4]([C:7](=[N:9][NH:10][C:11](=[O:15])[CH2:12][CH2:13][CH3:14])[CH3:8])=[CH:3][CH:2]=1 |f:3.4|. Reported procedure: A mixture of 6.15 gm (0.03 mole) of butyric acid [1-(4-pyridinyl)ethylidene]hydrazide (Compound 144), 2.70 gm (0.03 mole) of oxalic acid and 100 ml of absolute ethanol is refluxed 3 hr. The mixture is cooled and then chilled in the refrigerator. Two crops of the product are collected and dried to yield 6.9 gm (78%) of the title compound having a melting point of 207.2° C. The reactants are C(C1=CC=CC=C1)OC(CN(C(CC(C)=O)=O)CC1=CC=C(C=C1)OC)=O ([(4-Methoxy-benzyl)-(3-oxo-butyryl)-amino]-acetic acid benzyl ester). The reagents and catalysts are [Pd] (palladium on carbon). Solvent: C1CCOC1 (THF). Yields the product COC1=CC=C(CN(C(CC(C)=O)=O)CC(=O)O)C=C1 ([(4-Methoxy-benzyl)-(3-oxo-butyryl)-amino]-acetic acid). The yield is 103.4%. RXN SMILES: C([O:8][C:9](=[O:27])[CH2:10][N:11]([CH2:18][C:19]1[CH:24]=[CH:23][C:22]([O:25][CH3:26])=[CH:21][CH:20]=1)[C:12](=[O:17])[CH2:13][C:14](=[O:16])[CH3:15])C1C=CC=CC=1>[Pd].C1COCC1>[CH3:26][O:25][C:22]1[CH:21]=[CH:20][C:19]([CH2:18][N:11]([CH2:10][C:9]([OH:27])=[O:8])[C:12](=[O:17])[CH2:13][C:14](=[O:16])[CH3:15])=[CH:24][CH:23]=1. Procedure: Prepared according to the representative procedure (Method C) for preparation of keto-acid intermediate from benzyl ester 54e (0.320 mg, 0.866 mmol), palladium on carbon (35 mg) in a mixture of solvent THF (10 mL) afford keto acid 55e (250 mg, 99%) as a colorless oil. IR (neat) 1723, 1612 cm−1; 1H NMR (500 MHz, CDCl3) δ 7.13 (d, J=8.5 Hz, 2H), 6.90 (d, J=8.0 Hz, 2H), 4.51 (s, 2H), 4.05 (s, 2H), 3.81 (s, 3H), 3.68 (s, 2H), 2.30 (s, 3H) (only major peaks were assigned); LRMS (ESI) Calcd. for C14H1...